From a dataset of the Open Reaction Database (ORD), a public repository of structured organic reaction records. describe an organic reaction: reactants, conditions, products, and yield Starting materials: B, COc1ccc(C2=CCN(Cc3ccccc3)CC2COC(c2ccccc2)(c2ccccc2)c2ccccc2)cc1, C1CCOC1. Product: COc1ccc(C2C(O)CN(Cc3ccccc3)CC2COC(c2ccccc2)(c2ccccc2)c2ccccc2)cc1. Reaction SMILES: [BH3:48].[CH2:1]([c:2]1[cH:3][cH:4][cH:5][cH:6][cH:7]1)[N:8]1[CH2:9][CH:10]([CH2:22][O:23][C:24]([c:25]2[cH:26][cH:27][cH:28][cH:29][cH:30]2)([c:31]2[cH:32][cH:33][cH:34][cH:35][cH:36]2)[c:37]2[cH:38][cH:39][cH:40][cH:41][cH:42]2)[C:11]([c:14]2[cH:15][cH:16][c:17]([O:20][CH3:21])[cH:18][cH:19]2)=[CH:12][CH2:13]1.[O:43]1[CH2:44][CH2:45][CH2:46][CH2:47]1>>[CH2:1]([c:2]1[cH:3][cH:4][cH:5][cH:6][cH:7]1)[N:8]1[CH2:9][CH:10]([CH2:22][O:23][C:24]([c:25]2[cH:26][cH:27][cH:28][cH:29][cH:30]2)([c:31]2[cH:32][cH:33][cH:34][cH:35][cH:36]2)[c:37]2[cH:38][cH:39][cH:40][cH:41][cH:42]2)[CH:11]([c:14]2[cH:15][cH:16][c:17]([O:20][CH3:21])[cH:18][cH:19]2)[CH:12]([OH:43])[CH2:13]1.